describe an organic reaction: reactants, conditions, products, and yield From a dataset of the Open Reaction Database (ORD), a public repository of structured organic reaction records. Reactants: [C-]#N.[K+] (potassium cyanide), C(C)O (ethanol), C(C=C)C1=C(C2=CC=CC=C2C=C1)O[Si](C)(C)C(C)(C)C (2-(2-Propenyl)-1-t-butyldimethylsilyloxynaphthalene). Solvent: O (water), O (water). Product: OC1=C(C=CC2=CC=CC=C12)CCCC#N (1-Hydroxy-2-naphthalenebutyronitrile). The yield is 35.0%. RXN SMILES: [CH2:1]([C:4]1[CH:13]=[CH:12][C:11]2[C:6](=[CH:7][CH:8]=[CH:9][CH:10]=2)[C:5]=1[O:14][Si](C(C)(C)C)(C)C)[CH:2]=[CH2:3].[C-:22]#[N:23].[K+].C(O)C>O>[OH:14][C:5]1[C:6]2[C:11](=[CH:10][CH:9]=[CH:8][CH:7]=2)[CH:12]=[CH:13][C:4]=1[CH2:1][CH2:2][CH2:3][C:22]#[N:23] |f:1.2|. Procedure details: A mixture of the product of Example 122 Part C (3.79 g, 0.010 mole). potassium cyanide (0.72 g, 0.011 mole), ethanol (15 mL) and water (2 mL) was heated at reflux for 20 hours. The cooled mixture was poured into water and extracted with ethyl acetate. The crude product was chromatographed with 1:1 ether/hexane and recrystallized (cyclohexane/toluene) to provide the title compound (0.73 g, 35%) as a white solid mp 76°-78°.